Task: describe an organic reaction: reactants, conditions, products, and yield. Dataset: the Open Reaction Database (ORD), a public repository of structured organic reaction records Starting materials: N#Cc1ccc(CBr)cc1, CN(C)C=O, CCOC(C)=O, [H-], [H][H], [Na+], O, c1c[nH]cn1. The product is N#Cc1ccc(Cc2ncc[nH]2)cc1. Reaction SMILES: [Br:10][CH2:11][c:12]1[cH:13][cH:14][c:15]([C:16]#[N:17])[cH:18][cH:19]1.[CH3:20][N:21]([CH3:22])[CH:23]=[O:24].[CH3:25][CH2:26][O:27][C:28](=[O:29])[CH3:30].[H-:6].[H:8][H:9].[Na+:7].[OH2:31].[nH:1]1[cH:2][n:3][cH:4][cH:5]1>>[nH:1]1[c:2]([CH2:11][c:12]2[cH:13][cH:14][c:15]([C:16]#[N:17])[cH:18][cH:19]2)[n:3][cH:4][cH:5]1. Starting materials: CN(C)C=O, Fc1ccc(Br)cc1CBr, [H-], [Na+], OCC=CCO. Yields the product OCC=CCOCc1cc(Br)ccc1F. As a reaction SMILES: [CH3:19][N:20]([CH3:21])[CH:22]=[O:23].[F:9][c:10]1[c:11]([CH2:12][Br:13])[cH:14][c:15]([Br:18])[cH:16][cH:17]1.[H-:7].[Na+:8].[OH:1][CH2:2][CH:3]=[CH:4][CH2:5][OH:6]>>[O:1]([CH2:2][CH:3]=[CH:4][CH2:5][OH:6])[CH2:12][c:11]1[c:10]([F:9])[cH:17][cH:16][c:15]([Br:18])[cH:14]1. Reactants: BrCc1ccccc1, COc1ccc2cc(Nc3ccc(O)cc3)ccc2c1, [H-], [H][H], [Na+], CN(C)C=O, O. Yields the product COc1ccc2cc(Nc3ccc(OCc4ccccc4)cc3)ccc2c1. Reaction SMILES: [Br:25][CH2:26][c:27]1[cH:28][cH:29][cH:30][cH:31][cH:32]1.[CH3:3][O:4][c:5]1[cH:6][c:7]2[cH:8][cH:9][c:10]([NH:15][c:16]3[cH:17][cH:18][c:19]([OH:22])[cH:20][cH:21]3)[cH:11][c:12]2[cH:13][cH:14]1.[H-:1].[H:23][H:24].[Na+:2].[O:34]=[CH:35][N:36]([CH3:37])[CH3:38].[OH2:33]>>[CH3:3][O:4][c:5]1[cH:6][c:7]2[cH:8][cH:9][c:10]([NH:15][c:16]3[cH:17][cH:18][c:19]([O:22][CH2:26][c:27]4[cH:28][cH:29][cH:30][cH:31][cH:32]4)[cH:20][cH:21]3)[cH:11][c:12]2[cH:13][cH:14]1. Isolated yield 58.0%. Run in C(C)N(CC)CC (triethylamine), C(C)N(CC)CC (triethylamine). Starting materials: Cl.Cl.COC([C@@H](N)CC1=CNC=N1)=O (L-Histidine methyl ester dihydrochloride), CS(=O)(=O)ON1N=NC2=C1C=CC=C2 (1-methanesulfonyloxy-1,2,3-benzotriazole), C(Cl)(Cl)Cl (chloroform), C(C1=CC=CC=C1)OC(=O)N[C@@H](CCC(N)=O)C(=O)O (N-benzyloxycarbonyl-L-glutamine). Run at time 8 hour. The product is COC([C@@H](NC([C@@H](NC(=O)OCC1=CC=CC=C1)CCC(N)=O)=O)CC1=CNC=N1)=O (N-(N-benzyloxycarbonyl-L-glutaminyl)-L-histidine methyl ester). Procedure: L-Histidine methyl ester dihydrochloride (1.21 g) is suspended into chloroform (20 ml), and therto are added triethylamine (1.40 ml) and further N-benzyloxycarbonyl-L-glutamine (1.40 g) and triethylamine (0.70 ml). After stirring for a while, to the mixture is added 1-methanesulfonyloxy-1,2,3-benzotriazole (1.07 g) and the mixture is stirred for 1 hour. After allowing to stand overnight, the solvent is distilled off. To the residue are added water and 1 N aqueous sodium hydrogen carbonate and th... As a reaction SMILES: Cl.Cl.[CH3:3][O:4][C:5](=[O:14])[C@H:6]([CH2:8][C:9]1[N:13]=[CH:12][NH:11][CH:10]=1)[NH2:7].C(Cl)(Cl)Cl.[CH2:19]([O:26][C:27]([NH:29][C@H:30]([C:36](O)=[O:37])[CH2:31][CH2:32][C:33](=[O:35])[NH2:34])=[O:28])[C:20]1[CH:25]=[CH:24][CH:23]=[CH:22][CH:21]=1.CS(ON1C2C=CC=CC=2N=N1)(=O)=O>C(N(CC)CC)C>[CH3:3][O:4][C:5](=[O:14])[C@H:6]([CH2:8][C:9]1[N:13]=[CH:12][NH:11][CH:10]=1)[NH:7][C:36](=[O:37])[C@H:30]([CH2:31][CH2:32][C:33](=[O:35])[NH2:34])[NH:29][C:27]([O:26][CH2:19][C:20]1[CH:21]=[CH:22][CH:23]=[CH:24][CH:25]=1)=[O:28] |f:0.1.2|. Conditions: temperature 180 celsius. Run in C(C)#N (acetonitrile). Yields the product ClC=1C=CC(=NC1)N1CC2=C(N=CN=C2N[C@@H](C=2C=NC(=CC2)C(F)(F)F)C2CC2)CC1 ([6-(5-Chloro-pyridin-2-yl)-5,6,7,8-tetrahydro-pyrido[4,3-d]pyrimidin-4-yl]-[(R)-cyclopropyl-(6-trifluoromethyl-pyridin-3-yl)-methyl]-amine). Reported procedure: To a stirred solution of (R)-cyclopropyl(6-(trifluoromethyl)pyridin-3-yl)methanamine dihydrochloride (53 mg, 0.184 mmol) and N,N-diisopropylethylamine (60 uL, 0.4 mmol) in acetonitrile (1.2 mL) was added 4-bromo-6-(5-chloropyridin-2-yl)-5,6,7,8-tetrahydropyrido[4,3-d]pyrimidine (30 mg, 0.092 mmol). The reaction mixture was heated in microwave reactor at 180° C. for 8 hours. Water was added and the mixture was extracted with ethyl acetate. The organic layers were combined, dried (MgSO4) and conce... RXN SMILES: Cl.Cl.[CH:3]1([C@H:6]([C:8]2[CH:9]=[N:10][C:11]([C:14]([F:17])([F:16])[F:15])=[CH:12][CH:13]=2)[NH2:7])[CH2:5][CH2:4]1.C(N(CC)C(C)C)(C)C.Br[C:28]1[C:29]2[CH2:37][N:36]([C:38]3[CH:43]=[CH:42][C:41]([Cl:44])=[CH:40][N:39]=3)[CH2:35][CH2:34][C:30]=2[N:31]=[CH:32][N:33]=1.O>C(#N)C>[Cl:44][C:41]1[CH:42]=[CH:43][C:38]([N:36]2[CH2:35][CH2:34][C:30]3[N:31]=[CH:32][N:33]=[C:28]([NH:7][C@H:6]([CH:3]4[CH2:5][CH2:4]4)[C:8]4[CH:9]=[N:10][C:11]([C:14]([F:17])([F:15])[F:16])=[CH:12][CH:13]=4)[C:29]=3[CH2:37]2)=[N:39][CH:40]=1 |f:0.1.2|. Yield: 30.7%. Starting materials: O (Water), Cl.Cl.C1(CC1)[C@@H](N)C=1C=NC(=CC1)C(F)(F)F ((R)-cyclopropyl(6-(trifluoromethyl)pyridin-3-yl)methanamine dihydrochloride), C(C)(C)N(C(C)C)CC (N,N-diisopropylethylamine), BrC=1C2=C(N=CN1)CCN(C2)C2=NC=C(C=C2)Cl (4-bromo-6-(5-chloropyridin-2-yl)-5,6,7,8-tetrahydropyrido[4,3-d]pyrimidine). Starting materials: Cc1onc(-c2ccccc2)c1C(=O)Cl, CC(C)C(=O)Nc1cccc(C2CCN(CCCCCCO)CC2)c1. Yields the product Cc1onc(-c2ccccc2)c1C(=O)OCCCCCCN1CCC(c2cccc(NC(=O)C(C)C)c2)CC1. As a reaction SMILES: [CH3:26][c:27]1[c:28]([C:38](=[O:39])[Cl:40])[c:29](-[c:32]2[cH:33][cH:34][cH:35][cH:36][cH:37]2)[n:30][o:31]1.[OH:1][CH2:2][CH2:3][CH2:4][CH2:5][CH2:6][CH2:7][N:8]1[CH2:9][CH2:10][CH:11]([c:14]2[cH:15][c:16]([NH:20][C:21]([CH:22]([CH3:23])[CH3:24])=[O:25])[cH:17][cH:18][cH:19]2)[CH2:12][CH2:13]1>>[O:1]([CH2:2][CH2:3][CH2:4][CH2:5][CH2:6][CH2:7][N:8]1[CH2:9][CH2:10][CH:11]([c:14]2[cH:15][c:16]([NH:20][C:21]([CH:22]([CH3:23])[CH3:24])=[O:25])[cH:17][cH:18][cH:19]2)[CH2:12][CH2:13]1)[C:38]([c:28]1[c:27]([CH3:26])[o:31][n:30][c:29]1-[c:32]1[cH:33][cH:34][cH:35][cH:36][cH:37]1)=[O:39].